The task is: describe an organic reaction: reactants, conditions, products, and yield. This data is from the Open Reaction Database (ORD), a public repository of structured organic reaction records. Starting materials: C([O-])([O-])=O.[Cs+].[Cs+] (cesium carbonate), COCCOC (DME), C(C1=CC=CC=C1)OC=1C=CC(=C(C1)C1=NOC(C1)(CC(=O)OC(C)(C)C)CC(=O)OC(C)(C)C)Br (di-tert-butyl 2,2′-(3-(5-(benzyloxy)-2-bromophenyl)-4,5-dihydro-1,2-oxazole-5,5-diyl)diacetate), CC1(OB(OC1(C)C)C=1CCN(CC1)CCC(=O)OC(C)(C)C)C (tert-butyl 3-(4-(4,4,5,5-tetramethyl-1,3,2-dioxaborolan-2-yl)-3,6-dihydropyridin-1(2H)-yl)propanoate). Reagents/catalysts: C1=CC=C(C=C1)P([C-]2C=CC=C2)C3=CC=CC=C3.C1=CC=C(C=C1)P([C-]2C=CC=C2)C3=CC=CC=C3.Cl[Pd]Cl.[Fe+2] ([1,1′-bis(diphenylphosphino)ferrocene]palladium(II) dichloride). Run in O (water). The product is C(C1=CC=CC=C1)OC1=CC(=C(C=C1)C=1CCN(CC1)CCC(=O)OC(C)(C)C)C1=NOC(C1)(CC(OC(C)(C)C)=O)CC(=O)OC(C)(C)C (tert-Butyl 3-(4-(4-(benzyloxy)-2-(5,5-bis(2-tert-butoxy-2-oxoethyl)-4,5-dihydro-1,2-oxazol-3-yl)phenyl)-3,6-dihydropyridin-1(2H)-yl)propanoate). The yield is 99.4%. As a reaction SMILES: [CH2:1]([O:8][C:9]1[CH:10]=[CH:11][C:12](Br)=[C:13]([C:15]2[CH2:19][C:18]([CH2:28][C:29]([O:31][C:32]([CH3:35])([CH3:34])[CH3:33])=[O:30])([CH2:20][C:21]([O:23][C:24]([CH3:27])([CH3:26])[CH3:25])=[O:22])[O:17][N:16]=2)[CH:14]=1)[C:2]1[CH:7]=[CH:6][CH:5]=[CH:4][CH:3]=1.CC1(C)C(C)(C)OB([C:45]2[CH2:46][CH2:47][N:48]([CH2:51][CH2:52][C:53]([O:55][C:56]([CH3:59])([CH3:58])[CH3:57])=[O:54])[CH2:49][CH:50]=2)O1.C(=O)([O-])[O-].[Cs+].[Cs+].COCCOC>C1C=CC(P(C2C=CC=CC=2)[C-]2C=CC=C2)=CC=1.C1C=CC(P(C2C=CC=CC=2)[C-]2C=CC=C2)=CC=1.Cl[Pd]Cl.[Fe+2].O>[CH2:1]([O:8][C:9]1[CH:10]=[CH:11][C:12]([C:45]2[CH2:50][CH2:49][N:48]([CH2:51][CH2:52][C:53]([O:55][C:56]([CH3:59])([CH3:58])[CH3:57])=[O:54])[CH2:47][CH:46]=2)=[C:13]([C:15]2[CH2:19][C:18]([CH2:28][C:29]([O:31][C:32]([CH3:35])([CH3:34])[CH3:33])=[O:30])([CH2:20][C:21](=[O:22])[O:23][C:24]([CH3:27])([CH3:26])[CH3:25])[O:17][N:16]=2)[CH:14]=1)[C:2]1[CH:7]=[CH:6][CH:5]=[CH:4][CH:3]=1 |f:2.3.4,6.7.8.9|. Reported procedure: A mixture of di-tert-butyl 2,2′-(3-(5-(benzyloxy)-2-bromophenyl)-4,5-dihydro-1,2-oxazole-5,5-diyl)diacetate (200 mg), tert-butyl 3-(4-(4,4,5,5-tetramethyl-1,3,2-dioxaborolan-2-yl)-3,6-dihydropyridin-1(2H)-yl)propanoate (144 mg), [1,1′-bis(diphenylphosphino)ferrocene]palladium(II) dichloride (26.1 mg), a 2 M aqueous cesium carbonate solution (0.5 mL), and DME (2 mL) was stirred at 90 C for 2 hours under microwave irradiation under an argon atmosphere. To the reaction mixture, water was added, fol... Starting materials: [H-].[Na+] (sodium hydride), [H-].[Na+] (sodium hydride), C(=O)C1=CC=C(S1)C=1SC(=CC1)C (5-formyl-5'-methyl[2,2'-bithienyl]), ClC1=CC=C(CP(OCC)(OCC)=O)C=C1 (diethyl 4-chlorobenzylposphonate). Run in CN(C=O)C (N,N-dimethylformamide). The product is ClC1=CC=C(C=C1)C=CC1=CC=C(S1)C=1SC(=CC1)C (2-(4-chlorophenyl)-1-(5'-methyl[2,2'-bithienyl]-5-yl)ethene). Reaction SMILES: [H-].[Na+].[CH:3]([C:5]1[S:9][C:8]([C:10]2[S:11][C:12]([CH3:15])=[CH:13][CH:14]=2)=[CH:7][CH:6]=1)=O.[Cl:16][C:17]1[CH:31]=[CH:30][C:20]([CH2:21]P(=O)(OCC)OCC)=[CH:19][CH:18]=1>CN(C)C=O>[Cl:16][C:17]1[CH:31]=[CH:30][C:20]([CH:21]=[CH:3][C:5]2[S:9][C:8]([C:10]3[S:11][C:12]([CH3:15])=[CH:13][CH:14]=3)=[CH:7][CH:6]=2)=[CH:19][CH:18]=1 |f:0.1|. Procedure details: Under a nitrogen atmosphere, 0.12 gram (0.0050 mole) of sodium hydride was added to a stirred solution of 1.2 gram (0.0057 mole) of 5-formyl-5'-methyl[2,2'-bithienyl] and 1.7 gram (0.0064 mole) of diethyl 4-chlorobenzylposphonate in 20 mL of N,N-dimethylformamide. The reaction mixture was stirred at room temperature for about three huurs. Analysis of the reaction mixture by thin layer chromatography indicated starting materials remained. Additional sodium hydride was added, and the mixture was s... Reactants: CC1=C(C=C(C=C1)C=1OC(=NN1)C)C1=CC=C(C=C1)C(=O)O (2′-methyl-5′-(5-methyl-1,3,4-oxadiazol-2-yl)-1,1′-biphenyl-4-carboxylic acid), NCC=1C=C(C=CC1)NC(C)=O (N-(3-aminomethylphenyl)acetamide). The product is C(C)(=O)NC=1C=C(CNC(=O)C2=CC=C(C=C2)C2=C(C=CC(=C2)C=2OC(=NN2)C)C)C=CC1 (N-(3-Acetylaminobenzyl)-2′-methyl-5′-(5-methyl-1,3,4-oxadiazol-2-yl)-1,1′-biphenyl-4-carboxamide). As a reaction SMILES: [CH3:1][C:2]1[CH:7]=[CH:6][C:5]([C:8]2[O:9][C:10]([CH3:13])=[N:11][N:12]=2)=[CH:4][C:3]=1[C:14]1[CH:19]=[CH:18][C:17]([C:20]([OH:22])=O)=[CH:16][CH:15]=1.[NH2:23][CH2:24][C:25]1[CH:26]=[C:27]([NH:31][C:32](=[O:34])[CH3:33])[CH:28]=[CH:29][CH:30]=1>>[C:32]([NH:31][C:27]1[CH:26]=[C:25]([CH:30]=[CH:29][CH:28]=1)[CH2:24][NH:23][C:20]([C:17]1[CH:16]=[CH:15][C:14]([C:3]2[CH:4]=[C:5]([C:8]3[O:9][C:10]([CH3:13])=[N:11][N:12]=3)[CH:6]=[CH:7][C:2]=2[CH3:1])=[CH:19][CH:18]=1)=[O:22])(=[O:34])[CH3:33]. Reported procedure: N-(3-Acetylaminobenzyl)-2′-methyl-5′-(5-methyl-1,3,4-oxadiazol-2-yl)-1,1′-biphenyl-4-carboxamide was prepared from 2′-methyl-5′-(5-methyl-1,3,4-oxadiazol-2-yl)-1,1′-biphenyl-4-carboxylic acid and N-(3-aminomethylphenyl)acetamide using method H. NMR; δH [2H6]—DMSO 9.92,(1H, s), 9.15,(1H, t), 8.01,(2H, d), 7.89,(1H, dd), 7.77,(1H, d), 7.52,(5H, m), 7.23,(1H, t), 6.99,(1H, d), 4.47,(2H, d), 2.56,(3H, s), 2.32,(3H, s), 2.01,(3H, s). LCMS; retention time 2.95 min, MH+ 441. The product is NC=1C=NC2=CC=CC=C2C1NCC (3-amino-4-ethylaminoquinoline). Reaction SMILES: [CH2:1]([NH:3][C:4]1[C:13]2[C:8](=[CH:9][CH:10]=[CH:11][CH:12]=2)[N:7]=[CH:6][C:5]=1[N+:14]([O-])=O)[CH3:2]>C(O)C.[Pd]>[NH2:14][C:5]1[CH:6]=[N:7][C:8]2[C:13]([C:4]=1[NH:3][CH2:1][CH3:2])=[CH:12][CH:11]=[CH:10][CH:9]=2. Reactants: C(C)NC1=C(C=NC2=CC=CC=C12)[N+](=O)[O-] (4-ethylamino-3-nitroquinoline). Isolated yield 82.2%. Reagents/catalysts: [Pd] (palladium on carbon). Procedure: A suspension of 1.34 g of 4-ethylamino-3-nitroquinoline in 40 ml of ethanol is hydrogenated in the presence of 10% palladium on carbon according to the procedure of Referential Example 1, followed by purification to give 0.95 g (82%) of 3-amino-4-ethylaminoquinoline A16 as an oil. The solvent is C(C)O (ethanol). The reactants are CC(=O)O[BH-](OC(C)=O)OC(C)=O, CCOC(=O)CN1CCN(C(=O)c2cccc(C(c3cccc(O)c3)N3CC(C)NCC3C)c2)CC1, CC(=O)O, O=Cc1cccc(F)c1, [Na+], C1CCOC1. Yields the product CCOC(=O)CN1CCN(C(=O)c2cccc(C(c3cccc(O)c3)N3CC(C)N(Cc4cccc(F)c4)CC3C)c2)CC1. Reaction SMILES: [C:50]([O:51][BH-:52]([O:53][C:54](=[O:55])[CH3:56])[O:57][C:58](=[O:59])[CH3:60])(=[O:61])[CH3:62].[CH2:1]([CH3:2])[O:3][C:4]([CH2:5][N:6]1[CH2:7][CH2:8][N:9]([C:12]([c:13]2[cH:14][c:15]([CH:19]([c:20]3[cH:21][c:22]([OH:26])[cH:23][cH:24][cH:25]3)[N:27]3[CH:28]([CH3:34])[CH2:29][NH:30][CH:31]([CH3:33])[CH2:32]3)[cH:16][cH:17][cH:18]2)=[O:35])[CH2:10][CH2:11]1)=[O:36].[CH3:46][C:47](=[O:48])[OH:49].[F:37][c:38]1[cH:39][c:40]([CH:41]=[O:42])[cH:43][cH:44][cH:45]1.[Na+:63].[O:64]1[CH2:65][CH2:66][CH2:67][CH2:68]1>>[CH2:1]([CH3:2])[O:3][C:4]([CH2:5][N:6]1[CH2:7][CH2:8][N:9]([C:12]([c:13]2[cH:14][c:15]([CH:19]([c:20]3[cH:21][c:22]([OH:26])[cH:23][cH:24][cH:25]3)[N:27]3[CH:28]([CH3:34])[CH2:29][N:30]([CH2:41][c:40]4[cH:39][c:38]([F:37])[cH:45][cH:44][cH:43]4)[CH:31]([CH3:33])[CH2:32]3)[cH:16][cH:17][cH:18]2)=[O:35])[CH2:10][CH2:11]1)=[O:36]. The reactants are CC(C)(C)N(C([O-])=O)[C@](CC)(C(=O)NC=1C=NC(=CC1)OC1=CC=CC2=C1C1(CC1)COC2)C (1,1-dimethylethyl[(1R)-1-methyl-1-({[6-(1H-spiro[2-benzopyran-4,1′-cyclopropan]-5-yloxy)-3-pyridinyl]amino}carbonyl)propyl]carbamate), C(=O)(O)[O-].[Na+] (NaHCO3), CC(C)(C)N(C([O-])=O)[C@](CC)(C(=O)NC=1C=NC(=CC1)OC1=CC=CC2=C1C1(CC1)COC2)C (1,1-dimethylethyl[(1R)-1-methyl-1-({[6-(1H-spiro[2-benzopyran-4,1′-cyclopropan]-5-yloxy)-3-pyridinyl]amino}carbonyl)propyl]carbamate), C(=O)(C(F)(F)F)O (TFA). Solvent: ClCCl (dichloromethane), ClCCl (dichloromethane). Conditions: time 3 hour. The product is C12(CC1)COCC1=C2C(=CC=C1)OC1=CC=C(C=N1)NC([C@@](N)(CC)C)=O (N1-[6-(1H-spiro[2-benzopyran-4,1′-cyclopropan]-5-yloxy)-3-pyridinyl]-D-isovalinamide). Isolated yield 86.0%. As a reaction SMILES: CC([N:5]([C@@:9]([CH3:34])([C:12]([NH:14][C:15]1[CH:16]=[N:17][C:18]([O:21][C:22]2[C:27]3[C:28]4([CH2:31][O:32][CH2:33][C:26]=3[CH:25]=[CH:24][CH:23]=2)[CH2:30][CH2:29]4)=[CH:19][CH:20]=1)=[O:13])[CH2:10][CH3:11])C(=O)[O-])(C)C.C(O)(C(F)(F)F)=O.C([O-])(O)=O.[Na+]>ClCCl>[C:28]12([C:27]3[C:22]([O:21][C:18]4[N:17]=[CH:16][C:15]([NH:14][C:12](=[O:13])[C@:9]([CH3:34])([CH2:10][CH3:11])[NH2:5])=[CH:20][CH:19]=4)=[CH:23][CH:24]=[CH:25][C:26]=3[CH2:33][O:32][CH2:31]1)[CH2:29][CH2:30]2 |f:2.3|. Reported procedure: To a solution of 1,1-dimethylethyl[(1R)-1-methyl-1-({[6-(1H-spiro[2-benzopyran-4,1′-cyclopropan]-5-yloxy)-3-pyridinyl]amino}carbonyl)propyl]carbamate (Intermediate 140, 62 mg) in dry dichloromethane (6 mL) at 0° C. TFA (2 ml, 26.0 mmol) was slowly added and the reaction mixture was stirred for 3 hours at the same temperature. The reaction mixture was diluted with dichloromethane (15 ml) and an aqueous saturated solution of NaHCO3 was added while the pH was allowed to reach ˜8. Two phases were se...